From a dataset of the Open Reaction Database (ORD), a public repository of structured organic reaction records. describe an organic reaction: reactants, conditions, products, and yield Reactants: O=C([O-])O, Cc1ccccc1, CCc1sc(-c2ccc(C(F)(F)F)cc2)cc1C(O)C1CCCCC1, [Na+], O=S(Cl)Cl. The product is CCc1sc(-c2ccc(C(F)(F)F)cc2)cc1C(Cl)C1CCCCC1. As a reaction SMILES: [C:30](=[O:31])([O-:32])[OH:33].[CH3:35][c:36]1[cH:37][cH:38][cH:39][cH:40][cH:41]1.[CH:1]1([CH:7]([OH:8])[c:9]2[c:10]([CH2:24][CH3:25])[s:11][c:12](-[c:14]3[cH:15][cH:16][c:17]([C:20]([F:21])([F:22])[F:23])[cH:18][cH:19]3)[cH:13]2)[CH2:2][CH2:3][CH2:4][CH2:5][CH2:6]1.[Na+:34].[S:26]([Cl:27])([Cl:28])=[O:29]>>[CH:1]1([CH:7]([c:9]2[c:10]([CH2:24][CH3:25])[s:11][c:12](-[c:14]3[cH:15][cH:16][c:17]([C:20]([F:21])([F:22])[F:23])[cH:18][cH:19]3)[cH:13]2)[Cl:28])[CH2:2][CH2:3][CH2:4][CH2:5][CH2:6]1. Procedure details: Cyclohexanone (59 mg), 5-aminoindazole (67 mg), and acetic acid (0.02 ml) were dissolved in methanol (1 ml), and a borane-pyridine complex (0.06 ml) was added dropwise to the solution at room temperature. The reaction mixture was stirred at room temperature for 18 hr. A saturated aqueous sodium hydrogencarbonate solution (1 ml) was then added thereto, and the mixture was extracted with chloroform-propanol (3/1). The organic layer was dried over anhydrous sodium sulfate, and the solvent was remov... The product is C1(CCCCC1)NC=1C=C2C=NNC2=CC1 (N-Cyclohexyl-N-(1H-5-indazolyl)amine). Reaction conditions: time 18 hour. Yield: 86.8%. Solvent: CO (methanol). As a reaction SMILES: [C:1]1(=O)[CH2:6][CH2:5][CH2:4][CH2:3][CH2:2]1.[NH2:8][C:9]1[CH:10]=[C:11]2[C:15](=[CH:16][CH:17]=1)[NH:14][N:13]=[CH:12]2.C(O)(=O)C.C(=O)([O-])O.[Na+]>CO>[CH:1]1([NH:8][C:9]2[CH:10]=[C:11]3[C:15](=[CH:16][CH:17]=2)[NH:14][N:13]=[CH:12]3)[CH2:6][CH2:5][CH2:4][CH2:3][CH2:2]1 |f:3.4|. The reactants are C(O)([O-])=O.[Na+] (sodium hydrogencarbonate), C1(CCCCC1)=O (Cyclohexanone), NC=1C=C2C=NNC2=CC1 (5-aminoindazole), C(C)(=O)O (acetic acid). Yields the product IC1=CC=C(C=C1)C(C(C)C)(C)C1=CC=C(OC(C)(C)C2=NC=CC=C2)C=C1 (2-(1-{4-[1-(4-iodophenyl)-1,2-dimethylpropyl]phenoxy}-1-methylethyl)pyridine). The solvent is C(Cl)Cl (DCM), C(Cl)Cl (DCM), C(Cl)Cl (DCM). Reactants: IC1=CC=C(C=C1)C(C(C)C)(C)C1=CC=C(OC(CO)(C)C2=NC=CC=C2)C=C1 (2-{4-[1-(4-iodophenyl)-1,2-dimethylpropyl]phenoxy}-2-pyridin-2-ylpropan-1-ol), S(=O)(=O)(C(F)(F)F)OS(=O)(=O)C(F)(F)F (triflic anhydride), C1(=CC=CC=C1)P(C1=CC=CC=C1)(C1=CC=CC=C1)=O (triphenylphosphine oxide), [BH4-].[Na+] (sodium borohydride). Run at time 5 minute. Reaction SMILES: S(OS(C(F)(F)F)(=O)=O)(C(F)(F)F)(=O)=O.C1(P(=O)(C2C=CC=CC=2)C2C=CC=CC=2)C=CC=CC=1.[I:36][C:37]1[CH:42]=[CH:41][C:40]([C:43]([C:48]2[CH:64]=[CH:63][C:51]([O:52][C:53]([C:57]3[CH:62]=[CH:61][CH:60]=[CH:59][N:58]=3)([CH3:56])[CH2:54]O)=[CH:50][CH:49]=2)([CH3:47])[CH:44]([CH3:46])[CH3:45])=[CH:39][CH:38]=1.[BH4-].[Na+]>C(Cl)Cl>[I:36][C:37]1[CH:38]=[CH:39][C:40]([C:43]([C:48]2[CH:49]=[CH:50][C:51]([O:52][C:53]([C:57]3[CH:62]=[CH:61][CH:60]=[CH:59][N:58]=3)([CH3:54])[CH3:56])=[CH:63][CH:64]=2)([CH3:47])[CH:44]([CH3:45])[CH3:46])=[CH:41][CH:42]=1 |f:3.4|. Procedure: A solution of triflic anhydride (1 equiv.) in DCM is added to a solution of triphenylphosphine oxide (2 equiv) in DCM at 0° C. After precipitation is observed (˜15 min), a solution of 5e (1 equiv) in DCM is added. After 5 min, sodium borohydride (4 equiv.) is added in one portion. After completion of reaction, the reaction mixture is quenched with 2 N HCl, poured into saturated aqueous sodium bicarbonate and extracted three times with EtOAc. The combined organic extracts are washed with water, b...